This data is from the Open Reaction Database (ORD), a public repository of structured organic reaction records. The task is: describe an organic reaction: reactants, conditions, products, and yield Starting materials: CSC(NN=CC=1N=C(NC1)C)=S (3-(2-methyl-4-imidazolyl-methylene)dithiocarbazic acid methyl ester), C1(=CC=CC=C1)OC1=CC=CC=C1 (diphenyl ether). Yields the product CC1=NC=C2N1C(NN=C2)=S (6Methyl-imidazo[1,5-d]-as-triazine-4(3H)-thione). As a reaction SMILES: C[S:2][C:3](=S)[NH:4][N:5]=[CH:6][C:7]1[N:8]=[C:9]([CH3:12])[NH:10][CH:11]=1.C1(OC2C=CC=CC=2)C=CC=CC=1>>[CH3:12][C:9]1[N:8]2[C:3](=[S:2])[NH:4][N:5]=[CH:6][C:7]2=[CH:11][N:10]=1. Procedure: A mixture of 53.9 gm. of 3-(2-methyl-4-imidazolyl-methylene)dithiocarbazic acid methyl ester and 200 ml. of diphenyl ether is reacted as described in Example 58 giving the desired product, m.p. 280.5°-284° C. Reactants: FC=1C=C(C(=O)NC=2C(C(=O)O)=C(C=CC2)Cl)C=CC1 (N-(3'-fluorobenzoyl)-6-chloroanthranilic acid), C(C)(=O)OC(C)=O (acetic anhydride). The product is 23.6, FC=1C=C(C=CC1)C1=NC2=C(C(O1)=O)C(=CC=C2)Cl (2-(3'-fluorophenyl)-5-chloro-4H-3,1-benzoxazin-4-one). The yield is 86.7%. Reaction SMILES: [F:1][C:2]1[CH:3]=[C:4]([CH:18]=[CH:19][CH:20]=1)[C:5]([NH:7][C:8]1[C:9](=[C:13]([Cl:17])[CH:14]=[CH:15][CH:16]=1)[C:10]([OH:12])=[O:11])=O.C(OC(=O)C)(=O)C>>[F:1][C:2]1[CH:3]=[C:4]([C:5]2[O:11][C:10](=[O:12])[C:9]3[C:13]([Cl:17])=[CH:14][CH:15]=[CH:16][C:8]=3[N:7]=2)[CH:18]=[CH:19][CH:20]=1. Procedure details: 29 parts of N-(3'-fluorobenzoyl)-6-chloroanthranilic acid in 250 parts of acetic anhydride are stirred under reflux for 21/2 hours. The mixture is evaporated down under reduced pressure, the residue is taken up in methylene chloride and this solution is washed with twice 100 parts by volume of 0.5 N sodium hydroxide solution and then with water. Thereafter, the solution is chromatographed on neutral alumina, giving 23.6 parts of 2-(3'-fluorophenyl)-5-chloro-4H-3,1-benzoxazin-4-one, of melting po... Reactants: CC(C)(C)OC(=O)C1CCCN1CC(=O)C(Cc1ccccc1)NC(=O)OCc1ccccc1, CC(NC(=O)OCc1ccccc1)C(=O)O, CCN1CCOCC1, Cc1ccc(S(=O)(=O)O)cc1, CCOC(C)=O, C(=NC1CCCCC1)=NC1CCCCC1, CC(C)O, ClCCl. The product is CC(NC(=O)OCc1ccccc1)C(=O)NC(Cc1ccccc1)C(=O)CN1CCCC1C(=O)OC(C)(C)C. Reaction SMILES: [C:1]([CH3:2])([CH3:3])([CH3:4])[O:5][C:6]([CH:7]1[N:8]([CH2:12][C:13]([CH:14]([NH:15][C:16]([O:17][CH2:18][c:19]2[cH:20][cH:21][cH:22][cH:23][cH:24]2)=[O:25])[CH2:26][c:27]2[cH:28][cH:29][cH:30][cH:31][cH:32]2)=[O:33])[CH2:9][CH2:10][CH2:11]1)=[O:34].[CH2:46]([c:47]1[cH:48][cH:49][cH:50][cH:51][cH:52]1)[O:53][C:54](=[O:55])[NH:56][CH:57]([CH3:58])[C:59](=[O:60])[OH:61].[CH2:77]([N:78]1[CH2:79][CH2:80][O:81][CH2:82][CH2:83]1)[CH3:84].[CH3:35][c:36]1[cH:37][cH:38][c:39]([S:40](=[O:41])(=[O:42])[OH:43])[cH:44][cH:45]1.[CH3:85][CH2:86][O:87][C:88](=[O:89])[CH3:90].[CH:62]1([N:63]=[C:64]=[N:65][CH:66]2[CH2:67][CH2:68][CH2:69][CH2:70][CH2:71]2)[CH2:72][CH2:73][CH2:74][CH2:75][CH2:76]1.[CH:94]([OH:95])([CH3:96])[CH3:97].[Cl:91][CH2:92][Cl:93]>>[C:1]([CH3:2])([CH3:3])([CH3:4])[O:5][C:6]([CH:7]1[N:8]([CH2:12][C:13]([CH:14]([NH:15][C:59]([CH:57]([NH:56][C:54]([O:53][CH2:46][c:47]2[cH:48][cH:49][cH:50][cH:51][cH:52]2)=[O:55])[CH3:58])=[O:61])[CH2:26][c:27]2[cH:28][cH:29][cH:30][cH:31][cH:32]2)=[O:33])[CH2:9][CH2:10][CH2:11]1)=[O:34]. Reported procedure: To a solution of ethyl 3-[[[[4-[(2S)-3-hydroxy-2-[[(2S)-2-hydroxy-3-phenoxypropyl]amino]propyl]phenyl]-amino]carbonyl]amino]benzoate (148 mg) in ethanol (2.0 ml) was added 1N sodium hydroxide solution (292 μl) and the solution was refluxed for 4 hours. An additional portion of 1N sodium hydroxide solution (58.3 μl) was added and the whole was refluxed for 3 hours. After cooling to room temperature, the solvent was removed by evaporation to give sodium 3-[[[[4-[(2S)-3-hydroxy-2-[[(2S)-2-hydroxy-3... Starting materials: OC[C@H](CC1=CC=C(C=C1)NC(=O)NC=1C=C(C(=O)OCC)C=CC1)NC[C@@H](COC1=CC=CC=C1)O (ethyl 3-[[[[4-[(2S)-3-hydroxy-2-[[(2S)-2-hydroxy-3-phenoxypropyl]amino]propyl]phenyl]-amino]carbonyl]amino]benzoate), [OH-].[Na+] (sodium hydroxide), [OH-].[Na+] (sodium hydroxide). Yields the product OC[C@H](CC1=CC=C(C=C1)NC(=O)NC=1C=C(C(=O)[O-])C=CC1)NC[C@@H](COC1=CC=CC=C1)O.[Na+] (sodium 3-[[[[4-[(2S)-3-hydroxy-2-[[(2S)-2-hydroxy-3-phenoxypropyl]amino]propyl]phenyl]amino]carbonyl]amino)-benzoate). RXN SMILES: [OH:1][CH2:2][C@@H:3]([NH:26][CH2:27][C@H:28]([OH:37])[CH2:29][O:30][C:31]1[CH:36]=[CH:35][CH:34]=[CH:33][CH:32]=1)[CH2:4][C:5]1[CH:10]=[CH:9][C:8]([NH:11][C:12]([NH:14][C:15]2[CH:16]=[C:17]([CH:23]=[CH:24][CH:25]=2)[C:18]([O:20]CC)=[O:19])=[O:13])=[CH:7][CH:6]=1.[OH-].[Na+:39]>C(O)C>[OH:1][CH2:2][C@@H:3]([NH:26][CH2:27][C@H:28]([OH:37])[CH2:29][O:30][C:31]1[CH:32]=[CH:33][CH:34]=[CH:35][CH:36]=1)[CH2:4][C:5]1[CH:10]=[CH:9][C:8]([NH:11][C:12]([NH:14][C:15]2[CH:16]=[C:17]([CH:23]=[CH:24][CH:25]=2)[C:18]([O-:20])=[O:19])=[O:13])=[CH:7][CH:6]=1.[Na+:39] |f:1.2,4.5|. The solvent is C(C)O (ethanol). The reactants are COS(=O)(=O)OC, [Na+], [OH-], Oc1ccc(-c2ccccc2)cc1. Product: Cc1ccc(-c2ccccc2)cc1. Reaction SMILES: [CH3:14][O:15][S:16]([O:17][CH3:18])(=[O:19])=[O:20].[Na+:22].[OH-:21].[OH:1][c:2]1[cH:3][cH:4][c:5](-[c:8]2[cH:9][cH:10][cH:11][cH:12][cH:13]2)[cH:6][cH:7]1>>[c:2]1([CH3:14])[cH:3][cH:4][c:5](-[c:8]2[cH:9][cH:10][cH:11][cH:12][cH:13]2)[cH:6][cH:7]1.